This data is from the Open Reaction Database (ORD), a public repository of structured organic reaction records. The task is: describe an organic reaction: reactants, conditions, products, and yield Reactants: CON=C(C(=O)OC)c1nsc(N)n1, O=CO. The product is CON=C(C(=O)OC)c1nsc(NC=O)n1. Reaction SMILES: [CH3:1][O:2][N:3]=[C:4]([C:5](=[O:6])[O:7][CH3:8])[c:9]1[n:10][s:11][c:12]([NH2:14])[n:13]1.[CH:15](=[O:16])[OH:17]>>[CH3:1][O:2][N:3]=[C:4]([C:5](=[O:6])[O:7][CH3:8])[c:9]1[n:10][s:11][c:12]([NH:14][CH:15]=[O:16])[n:13]1. Reactants: C(C)OC(CC(=O)N(CCC(=O)OCC)C1CCCCC1)=O (N-Cyclohexyl-N-(2-ethoxycarbonyl-ethyl)-malonamic acid ethyl ester), [O-]CC.[Na+] (sodium ethoxide). Run in C(C)O (ethanol). Product: C1(CCCCC1)N1C(C(C(CC1)=O)C(=O)OCC)=O (Ethyl 1-cyclohexyl-piperidine-2,4-dione-3-carboxylate). RXN SMILES: [CH2:1]([O:3][C:4](=[O:22])[CH2:5][C:6]([N:8]([CH:16]1[CH2:21][CH2:20][CH2:19][CH2:18][CH2:17]1)[CH2:9][CH2:10][C:11]([O:13]CC)=O)=[O:7])[CH3:2].[O-]CC.[Na+]>C(O)C>[CH:16]1([N:8]2[CH2:9][CH2:10][C:11](=[O:13])[CH:5]([C:4]([O:3][CH2:1][CH3:2])=[O:22])[C:6]2=[O:7])[CH2:17][CH2:18][CH2:19][CH2:20][CH2:21]1 |f:1.2|. Reported procedure: N-Cyclohexyl-N-(2-ethoxycarbonyl-ethyl)-malonamic acid ethyl ester (5.40 g, 17.2 mmol) was heated with sodium ethoxide (2.34 g, 3.44 mmol) in refluxing ethanol (100 ml) for 3 hours. The cooled solution was concentrated, water (100 ml) was added and the solution washed with ether then isohexane. It was acidified with c. sulphuric acid to pH 2. The oily precipitate was extracted into dichloromethane, washed with brine, dried (MgSO4) and concentrated to a yellow oil weighing 3.6 g (67%). Reactants: C(C)(C)(C)OC(=O)NC1=CC(=NO1)C (5-(t-butoxycarbonylamino)-3-methylisoxazole), CC1(OC[C@H](O1)C(=O)N1CC=C(CC1)C1=C(C=C(C=C1F)N1C(O[C@H](C1)COS(=O)(=O)C)=O)F)C (3-(4(1-(2,2-dimethyl-1,3-dioxolan-4(S)-ylcarbonyl)-1,2,5,6-tetrahydropyrid-4-yl)-3,5-difluorophenyl)-5(R)-methanesulfonyloxymethyloxazolidin-2-one), [H-].[Na+] (Sodium hydride), O (water). Solvent: CN(C=O)C (N,N-dimethylformamide), CN(C=O)C (N,N-dimethylformamide), CN(C=O)C (N,N-dimethylformamide). Conditions: time 10 minute. Product: CC1(OC[C@H](O1)C(=O)N1CC=C(CC1)C1=C(C=C(C=C1F)N1C(O[C@H](C1)CN(C(=O)OC(C)(C)C)C1=CC(=NO1)C)=O)F)C (3-(4-(1-(2,2-Dimethyl-1,3-dioxolan-4(S)-ylcarbonyl)-1,2,5,6-tetrahydropyrid-4-yl)-3,5-difluorophenyl)-5(R)-(N-(t-butoxycarbonyl)-3-methylisoxazol-5-ylaminomethyl)oxazolidin-2-one). Yield: 68.0%. As a reaction SMILES: [H-].[Na+].[C:3]([O:7][C:8]([NH:10][C:11]1[O:15][N:14]=[C:13]([CH3:16])[CH:12]=1)=[O:9])([CH3:6])([CH3:5])[CH3:4].[CH3:17][C:18]1([CH3:51])[O:22][C@H:21]([C:23]([N:25]2[CH2:30][CH2:29][C:28]([C:31]3[C:36]([F:37])=[CH:35][C:34]([N:38]4[CH2:42][C@H:41]([CH2:43]OS(C)(=O)=O)[O:40][C:39]4=[O:49])=[CH:33][C:32]=3[F:50])=[CH:27][CH2:26]2)=[O:24])[CH2:20][O:19]1.O>CN(C)C=O>[CH3:51][C:18]1([CH3:17])[O:22][C@H:21]([C:23]([N:25]2[CH2:30][CH2:29][C:28]([C:31]3[C:36]([F:37])=[CH:35][C:34]([N:38]4[CH2:42][C@H:41]([CH2:43][N:10]([C:11]5[O:15][N:14]=[C:13]([CH3:16])[CH:12]=5)[C:8]([O:7][C:3]([CH3:6])([CH3:5])[CH3:4])=[O:9])[O:40][C:39]4=[O:49])=[CH:33][C:32]=3[F:50])=[CH:27][CH2:26]2)=[O:24])[CH2:20][O:19]1 |f:0.1|. Procedure: Sodium hydride (60% in oil, 72 mg, 1.8 mM) was suspended in dry N,N-dimethylformamide (3 ml), cooled to 0° under nitrogen, and a solution of 5-(t-butoxycarbonylamino)-3-methylisoxazole (356 mg, 1.8 mM) in N,N-dimethylformamide (3 ml) added. After stirring for 10 minutes, a solution of 3-(4(1-(2,2-dimethyl-1,3-dioxolan-4(S)-ylcarbonyl)-1,2,5,6-tetrahydropyrid-4-yl)-3,5-difluorophenyl)-5(R)-methanesulfonyloxymethyloxazolidin-2-one (516 mg, 1.5 mM) in N,N-dimethylformamide (3 ml) was added, and the... The reactants are NC=1C=CC2=C(OCC(N2CCN(C)C)=O)C1 (7-amino-4-(2-(dimethylamino)ethyl)-2H-benzo[b][1,4]oxazin-3(4H)-one), I.S1C(=CC=C1)C(=N)SC (methyl thiophene-2-carbimidothioate hydroiodide), I.S1C(=CC=C1)C(=N)SC (methyl thiophene-2-carbimidothioate hydroiodide). Solvent: C(=O)(O)[O-].[Na+] (NaHCO3), C(C)O (ethanol). Conditions: time 18 hour. Yields the product CN(CCN1C2=C(OCC1=O)C=C(C=C2)NC(=N)C=2SC=CC2)C (N-(4-(2-(Dimethylamino)ethyl)-3-oxo-3,4-dihydro-2H-benzo[b][1,4]oxazin-7-yl)thiophene-2-carboximidamide). Yield: 87.5%. Reaction SMILES: [NH2:1][C:2]1[CH:3]=[CH:4][C:5]2[N:10]([CH2:11][CH2:12][N:13]([CH3:15])[CH3:14])[C:9](=[O:16])[CH2:8][O:7][C:6]=2[CH:17]=1.I.[S:19]1[CH:23]=[CH:22][CH:21]=[C:20]1[C:24](SC)=[NH:25]>C(O)C.C([O-])(O)=O.[Na+]>[CH3:15][N:13]([CH3:14])[CH2:12][CH2:11][N:10]1[C:9](=[O:16])[CH2:8][O:7][C:6]2[CH:17]=[C:2]([NH:1][C:24]([C:20]3[S:19][CH:23]=[CH:22][CH:21]=3)=[NH:25])[CH:3]=[CH:4][C:5]1=2 |f:1.2,4.5|. Procedure details: A solution of 7-amino-4-(2-(dimethylamino)ethyl)-2H-benzo[b][1,4]oxazin-3(4H)-one (0.125 g, 0.531 mmol) in dry ethanol (10 mL) was treated with methyl thiophene-2-carbimidothioate hydroiodide (0.3 g, 1.062 mmol) at room temperature and stirred overnight (18 hours). At this time, additional methyl thiophene-2-carbimidothioate hydroiodide (0.3 g, 1.062 mmol) was added, and stirring was continued for another 24 hours. The reaction was diluted with saturated NaHCO3 solution (20 mL), and the product ... Starting materials: COC=1C(=CC2=C3N(C(N=C2C1)=O)NC=N3)OC (8,9-Dimethoxy-1,2,4-triazolo-[1,5-c]quinazoline-5-one), O(Cl)Cl (oxychloride), CN(C1=CC=CC=C1)C (N,N-dimethylamline). Product: ClC1=NC=2C=C(C(=CC2C=2N1N=CN2)OC)OC (5-chloro-8,9-dimethoxy-1,2,4-triazolo-[1,5-c]-quinazoline). RXN SMILES: [CH3:1][O:2][C:3]1[C:4]([O:17][CH3:18])=[CH:5][C:6]2[C:11]([CH:12]=1)=[N:10][C:9](=O)[N:8]1[NH:14][CH:15]=[N:16][C:7]=21.O(Cl)[Cl:20].CN(C)C1C=CC=CC=1>>[Cl:20][C:9]1[N:8]2[N:14]=[CH:15][N:16]=[C:7]2[C:6]2[CH:5]=[C:4]([O:17][CH3:18])[C:3]([O:2][CH3:1])=[CH:12][C:11]=2[N:10]=1. Reported procedure: 300 mg of 8,9-Dimethoxy-1,2,4-triazolo-[1,5-c]quinazoline-5-one is refluxed with 5 ml Phospherous oxychloride and a catalytic amount of N,N-dimethylamline for 18 hours. The reaction mixture is then evaporated in vacuo to dryness; the residue taken up in methylene chloride and the methylene chloride layer extracted several times with cold sodium bicarbonate solution, with water, dried and then avaporated in vacuo to dryness. The residue is crystallized from methylene chloride/diethyl ether to giv... Starting materials: B, C1CCOC1, C1CCOC1, O=C(O)c1cccc([N+](=O)[O-])c1Cl, O. The product is O=[N+]([O-])c1cccc(CO)c1Cl. As a reaction SMILES: [BH3:14].[CH2:15]1[O:16][CH2:17][CH2:18][CH2:19]1.[CH2:20]1[O:21][CH2:22][CH2:23][CH2:24]1.[Cl:1][c:2]1[c:3]([C:4](=[O:5])[OH:6])[cH:7][cH:8][cH:9][c:10]1[N+:11](=[O:12])[O-:13].[OH2:25]>>[Cl:1][c:2]1[c:3]([CH2:4][OH:5])[cH:7][cH:8][cH:9][c:10]1[N+:11](=[O:12])[O-:13].